This data is from the Open Reaction Database (ORD), a public repository of structured organic reaction records. The task is: describe an organic reaction: reactants, conditions, products, and yield Reactants: [Br-], CCc1oc(-c2ccc(C(F)(F)F)cc2)cc1C=O, CC(C)C[Mg+], C1CCOC1. The product is CCc1oc(-c2ccc(C(F)(F)F)cc2)cc1C(O)CC(C)C. Reaction SMILES: [Br-:25].[CH2:1]([CH3:2])[c:3]1[o:4][c:5](-[c:10]2[cH:11][cH:12][c:13]([C:16]([F:17])([F:18])[F:19])[cH:14][cH:15]2)[cH:6][c:7]1[CH:8]=[O:9].[CH2:26]([CH:27]([CH3:28])[CH3:29])[Mg+:30].[O:20]1[CH2:21][CH2:22][CH2:23][CH2:24]1>>[CH2:1]([CH3:2])[c:3]1[o:4][c:5](-[c:10]2[cH:11][cH:12][c:13]([C:16]([F:17])([F:18])[F:19])[cH:14][cH:15]2)[cH:6][c:7]1[CH:8]([OH:9])[CH2:26][CH:27]([CH3:28])[CH3:29]. Reactants: CN(C)C=O, Cc1ccccc1, Cn1nc(-c2cc(C=C(Cl)C(=O)O)c(Cl)cc2F)c(Cl)c1OC(F)F, O=C(Cl)C(=O)Cl. The product is Cn1nc(-c2cc(C=C(Cl)C(=O)Cl)c(Cl)cc2F)c(Cl)c1OC(F)F. Reaction SMILES: [CH3:26][N:27]([CH3:28])[CH:29]=[O:30].[CH3:37][c:38]1[cH:39][cH:40][cH:41][cH:42][cH:43]1.[Cl:1][C:2]([C:3](=[O:4])[OH:5])=[CH:6][c:7]1[c:8]([Cl:25])[cH:9][c:10]([F:24])[c:11](-[c:13]2[n:14][n:15]([CH3:23])[c:16]([O:19][CH:20]([F:21])[F:22])[c:17]2[Cl:18])[cH:12]1.[Cl:31][C:32]([C:33]([Cl:34])=[O:35])=[O:36]>>[Cl:1][C:2]([C:3](=[O:5])[Cl:31])=[CH:6][c:7]1[c:8]([Cl:25])[cH:9][c:10]([F:24])[c:11](-[c:13]2[n:14][n:15]([CH3:23])[c:16]([O:19][CH:20]([F:21])[F:22])[c:17]2[Cl:18])[cH:12]1. Reactants: [Br-], N#Cc1ccccc1Br, CC[Mg+], CC(C)[O-], CC(C)[O-], CC(C)[O-], CC(C)[O-], Cl, [Na+], [OH-], [Ti+4]. Product: NC1(c2ccccc2Br)CC1. RXN SMILES: [Br-:1].[Br:5][c:6]1[c:7]([C:8]#[N:9])[cH:10][cH:11][cH:12][cH:13]1.[CH2:2]([CH3:3])[Mg+:4].[CH3:15][CH:16]([CH3:17])[O-:18].[CH3:20][CH:21]([CH3:22])[O-:23].[CH3:24][CH:25]([CH3:26])[O-:27].[CH3:28][CH:29]([CH3:30])[O-:31].[ClH:14].[Na+:33].[OH-:32].[Ti+4:19]>>[CH2:2]1[CH2:3][C:8]1([c:7]1[c:6]([Br:5])[cH:13][cH:12][cH:11][cH:10]1)[NH2:9]. The reactants are ClC=1C(C=CC(C1Cl)=O)=O (2,3-dichlorobenzoquinone), ClCl (chlorine), C(C)=NO (acetaldoxime), C([O-])(O)=O.[Na+] (sodium bicarbonate). Run in O (water). Reaction conditions: time 2 hour. Yields the product C(C)#[N+][O-] (acetonitrile oxide), ClC1=C(C(C2=C(C(=NO2)C)C1=O)=O)Cl (5,6-Dichloro-3-methylbenzo(d)isoxazole-4,7-dione). RXN SMILES: ClCl.[CH:3](=[N:5][OH:6])[CH3:4].C(=O)(O)[O-].[Na+].[Cl:12][C:13]1[C:14](=[O:21])[CH:15]=[CH:16][C:17](=[O:20])[C:18]=1[Cl:19]>O>[C:3](#[N+:5][O-:6])[CH3:4].[Cl:12][C:13]1[C:14](=[O:21])[C:15]2[C:3]([CH3:4])=[N:5][O:6][C:16]=2[C:17](=[O:20])[C:18]=1[Cl:19] |f:2.3|. Procedure details: A solution of acetonitrile oxide was prepared by passing chlorine (10.8 grams) over 30 minutes into a stirred suspension of acetaldoxime (9 grams) and sodium bicarbonate (25.2 grams) in water at 0° C was added 2,3-dichlorobenzoquinone (17.7 grams) portionwise over 15 minutes. The mixture was stirred at 0°-5° C for 2 hours and then extracted with methylene chloride. The dried extracts were evaporated to dryness under reduced pressure and the residue recrystallized from ethanol to give the desired... The reactants are C1CNC1, CCCP(=O)(O)O, CN(CCF)c1nc2cc(NC(=O)c3c(C(=O)O)cnn3C)ccn2n1, C1CCOC1. Product: CN(CCF)c1nc2cc(NC(=O)c3c(C(=O)N4CCC4)cnn3C)ccn2n1. Reaction SMILES: [CH2:27]1[CH2:28][NH:29][CH2:30]1.[CH2:31]([P:32]([OH:33])([OH:34])=[O:35])[CH2:36][CH3:37].[F:1][CH2:2][CH2:3][N:4]([c:5]1[n:6][n:7]2[c:8]([cH:9][c:10]([NH:13][C:14](=[O:15])[c:16]3[c:17]([C:22](=[O:23])[OH:24])[cH:18][n:19][n:20]3[CH3:21])[cH:11][cH:12]2)[n:25]1)[CH3:26].[O:38]1[CH2:39][CH2:40][CH2:41][CH2:42]1>>[F:1][CH2:2][CH2:3][N:4]([c:5]1[n:6][n:7]2[c:8]([cH:9][c:10]([NH:13][C:14](=[O:15])[c:16]3[c:17]([C:22](=[O:23])[N:29]4[CH2:28][CH2:27][CH2:30]4)[cH:18][n:19][n:20]3[CH3:21])[cH:11][cH:12]2)[n:25]1)[CH3:26]. Reactants: CCOC(CBr)OCC, O=C([O-])[O-], CC(C)c1ccc(N)cc1, [K+], [K+], CN(C)C=O. Yields the product CCOC(CNc1ccc(C(C)C)cc1)OCC. RXN SMILES: [Br:17][CH2:18][CH:19]([O:20][CH2:21][CH3:22])[O:23][CH2:24][CH3:25].[C:11](=[O:12])([O-:13])[O-:14].[CH:1]([CH3:2])([CH3:3])[c:4]1[cH:5][cH:6][c:7]([NH2:8])[cH:9][cH:10]1.[K+:15].[K+:16].[O:26]=[CH:27][N:28]([CH3:29])[CH3:30]>>[CH:1]([CH3:2])([CH3:3])[c:4]1[cH:5][cH:6][c:7]([NH:8][CH2:18][CH:19]([O:20][CH2:21][CH3:22])[O:23][CH2:24][CH3:25])[cH:9][cH:10]1. Reactants: BrC=1C=C2C(=NC1)N(C(C2(C2=C(C=CC(=C2)C)OC)O)=O)S(=O)(=O)C2=C(C=C(C=C2)OC)OC(F)(F)F (5-bromo-3-hydroxy-3-(2-methoxy-5-methylphenyl)-1-{[4-methoxy-2-(trifluoromethoxy)phenyl]sulfonyl}-1,3-dihydro-2H-pyrrolo[2,3-b]pyridin-2-one), CS(=O)(=O)OS(=O)(=O)C (methanesulfonic acid anhydride), C(=O)(O)[O-].[Na+] (NaHCO3), FC(C(=O)O)(F)F.O[C@@H]1C[C@H](NC1)C(=O)N(C)C ((4R)-4-hydroxy-N,N-dimethyl-L-prolinamide trifluoroacetate). Solvent: C(Cl)(Cl)Cl (CHCl3), CCN(CC)CC (Et3N), CCN(CC)CC (Et3N). Run at time 1 hour. The product is BrC=1C=C2C(=NC1)N(C(C2(C2=C(C=CC(=C2)C)OC)N2[C@H](C(=O)N(C)C)C[C@H](C2)O)=O)S(=O)(=O)C2=C(C=C(C=C2)OC)OC(F)(F)F ((4R)-1-(5-bromo-3-(2-methoxy-5-methylphenyl)-1-{[4-methoxy-2-(trifluoromethoxy)phenyl]sulfonyl}-2-oxo-2,3-dihydro-1H-pyrrolo[2,3-b]pyridin-3-yl)-4-hydroxy-N,N-dimethyl-L-prolinamide). Isolated yield 1.7%. Reaction SMILES: [Br:1][C:2]1[CH:3]=[C:4]2[C:10](O)([C:11]3[CH:16]=[C:15]([CH3:17])[CH:14]=[CH:13][C:12]=3[O:18][CH3:19])[C:9](=[O:21])[N:8]([S:22]([C:25]3[CH:30]=[CH:29][C:28]([O:31][CH3:32])=[CH:27][C:26]=3[O:33][C:34]([F:37])([F:36])[F:35])(=[O:24])=[O:23])[C:5]2=[N:6][CH:7]=1.CS(OS(C)(=O)=O)(=O)=O.FC(F)(F)C(O)=O.[OH:54][C@H:55]1[CH2:59][NH:58][C@H:57]([C:60]([N:62]([CH3:64])[CH3:63])=[O:61])[CH2:56]1.C([O-])(O)=O.[Na+]>C(Cl)(Cl)Cl.CCN(CC)CC>[Br:1][C:2]1[CH:3]=[C:4]2[C:10]([N:58]3[CH2:59][C@H:55]([OH:54])[CH2:56][C@H:57]3[C:60]([N:62]([CH3:64])[CH3:63])=[O:61])([C:11]3[CH:16]=[C:15]([CH3:17])[CH:14]=[CH:13][C:12]=3[O:18][CH3:19])[C:9](=[O:21])[N:8]([S:22]([C:25]3[CH:30]=[CH:29][C:28]([O:31][CH3:32])=[CH:27][C:26]=3[O:33][C:34]([F:35])([F:36])[F:37])(=[O:24])=[O:23])[C:5]2=[N:6][CH:7]=1 |f:2.3,4.5|. Procedure: To a solution of 290 mg of the compound obtained in Step 120-5 and 97 mg of Et3N in CHCl3 (2 ml), on ice, was added 101 mg of methanesulfonic acid anhydride and the reaction mixture was stirred at room temperature for one hour. The solution was cooled again under ice cooling, 97 mg of Et3N and 261 mg of (4R)-4-hydroxy-N,N-dimethyl-L-prolinamide trifluoroacetate was added, and the reaction mixture was stirred at room temperature for two hours. A saturated aqueous solution of NaHCO3 was poured, an...